From a dataset of the Open Reaction Database (ORD), a public repository of structured organic reaction records. describe an organic reaction: reactants, conditions, products, and yield Starting materials: FC1=CC=C(C=C1)N1C(C(=C(C2=NC=C(C=C12)CC1=CC=C(C=C1)F)O)C(=O)OCC)=O (ethyl 1-(4-fluorophenyl)-7-[(4-fluorophenyl)methyl]-4-hydroxy-2-oxo-1,2-dihydro-1,5-naphthyridine-3-carboxylate), NCCNC(C)=O (N-(2-aminoethyl)acetamide). The product is C(C)(=O)NCCNC(=O)C=1C(N(C2=CC(=CN=C2C1O)CC1=CC=C(C=C1)F)C1=CC=C(C=C1)F)=O (N-[2-(acetylamino)ethyl]-1-(4-fluorophenyl)-7-[(4-fluorophenyl)methyl]-4-hydroxy-2-oxo-1,2-dihydro-1,5-naphthyridine-3-carboxamide). Yield: 56.7%. As a reaction SMILES: [F:1][C:2]1[CH:7]=[CH:6][C:5]([N:8]2[C:17]3[C:12](=[N:13][CH:14]=[C:15]([CH2:18][C:19]4[CH:24]=[CH:23][C:22]([F:25])=[CH:21][CH:20]=4)[CH:16]=3)[C:11]([OH:26])=[C:10]([C:27](OCC)=[O:28])[C:9]2=[O:32])=[CH:4][CH:3]=1.[NH2:33][CH2:34][CH2:35][NH:36][C:37](=[O:39])[CH3:38]>>[C:37]([NH:36][CH2:35][CH2:34][NH:33][C:27]([C:10]1[C:9](=[O:32])[N:8]([C:5]2[CH:6]=[CH:7][C:2]([F:1])=[CH:3][CH:4]=2)[C:17]2[C:12]([C:11]=1[OH:26])=[N:13][CH:14]=[C:15]([CH2:18][C:19]1[CH:20]=[CH:21][C:22]([F:25])=[CH:23][CH:24]=1)[CH:16]=2)=[O:28])(=[O:39])[CH3:38]. Procedure: In a similar manner to that described in example 196, from ethyl 1-(4-fluorophenyl)-7-[(4-fluorophenyl)methyl]-4-hydroxy-2-oxo-1,2-dihydro-1,5-naphthyridine-3-carboxylate (20 mg, 0.043 mmol) and N-(2-aminoethyl)acetamide (60 mg, 0.595 mmol), was prepared N-[2-(acetylamino)ethyl]-1-(4-fluorophenyl)-7-[(4-fluorophenyl)methyl]-4-hydroxy-2-oxo-1,2-dihydro-1,5-naphthyridine-3-carboxamide (12 mg, 57% yield) as a white solid after purification by reverse phase HPLC. 1H NMR (CDCl3) δ 10.17 (br s, 1 H), ... Reactants: O=C1NC(=O)C(c2ccc3c4c2ccn4CC(C(=O)OCc2ccccc2)NC3)=C1c1c[nH]c2ccccc12, CCOC(C)=O, CO, [Mg]. Yields the product O=C(OCc1ccccc1)C1Cn2ccc3c(C4C(=O)NC(=O)C4c4c[nH]c5ccccc45)ccc(c32)CN1. RXN SMILES: [CH2:2]([c:3]1[cH:4][cH:5][cH:6][cH:7][cH:8]1)[O:9][C:10](=[O:11])[CH:12]1[CH2:13][n:14]2[cH:15][cH:16][c:17]3[c:18]([C:25]4=[C:29]([c:30]5[cH:31][nH:32][c:33]6[cH:34][cH:35][cH:36][cH:37][c:38]56)[C:28](=[O:39])[NH:27][C:26]4=[O:40])[cH:19][cH:20][c:21]([c:22]23)[CH2:23][NH:24]1.[CH3:41][CH2:42][O:43][C:44](=[O:45])[CH3:46].[CH3:47][OH:48].[Mg:1]>>[CH2:2]([c:3]1[cH:4][cH:5][cH:6][cH:7][cH:8]1)[O:9][C:10](=[O:11])[CH:12]1[CH2:13][n:14]2[cH:15][cH:16][c:17]3[c:18]([CH:25]4[C:26](=[O:40])[NH:27][C:28](=[O:39])[CH:29]4[c:30]4[cH:31][nH:32][c:33]5[cH:34][cH:35][cH:36][cH:37][c:38]45)[cH:19][cH:20][c:21]([c:22]23)[CH2:23][NH:24]1. The reactants are OC1=C(C=C(C=C1)CC(=O)OC)OC (Methyl 2-(4-hydroxy-3-methoxyphenyl)acetate), ClC1=CC=C(CCNC(C2=CC=C(C=C2)I)=O)C=C1 (N-(4-chlorophenethyl)-4-iodobenzamide), CC(C)(C(CC(C(C)(C)C)=O)=O)C (2,2,6,6-tetramethyl-3,5-heptanedione), Cu(I)Cl, C(=O)([O-])[O-].[Cs+].[Cs+] (Cs2CO3). Run in CN1CCCC1=O (NMP). Yields the product ClC1=CC=C(CCNC(=O)C2=CC=C(OC3=C(C=C(C=C3)CC(=O)OC)OC)C=C2)C=C1 (methyl 2-(4-(4-((4-chlorophenethyl)carbamoyl)phenoxy)-3-methoxyphenyl)acetate). Yield: 44.6%. As a reaction SMILES: [OH:1][C:2]1[CH:7]=[CH:6][C:5]([CH2:8][C:9]([O:11][CH3:12])=[O:10])=[CH:4][C:3]=1[O:13][CH3:14].[Cl:15][C:16]1[CH:33]=[CH:32][C:19]([CH2:20][CH2:21][NH:22][C:23](=[O:31])[C:24]2[CH:29]=[CH:28][C:27](I)=[CH:26][CH:25]=2)=[CH:18][CH:17]=1.CC(C)(C(=O)CC(=O)C(C)(C)C)C.C([O-])([O-])=O.[Cs+].[Cs+]>CN1C(=O)CCC1>[Cl:15][C:16]1[CH:17]=[CH:18][C:19]([CH2:20][CH2:21][NH:22][C:23]([C:24]2[CH:25]=[CH:26][C:27]([O:1][C:2]3[CH:7]=[CH:6][C:5]([CH2:8][C:9]([O:11][CH3:12])=[O:10])=[CH:4][C:3]=3[O:13][CH3:14])=[CH:28][CH:29]=2)=[O:31])=[CH:32][CH:33]=1 |f:3.4.5|. Procedure details: Methyl 2-(4-hydroxy-3-methoxyphenyl)acetate (0.204 g, 1.04 mmol), N-(4-chlorophenethyl)-4-iodobenzamide (0.200 g, 0.519 mmol), 2,2,6,6-tetramethyl-3,5-heptanedione (0.00956 g, 0.0519 mmol), Cu(I)Cl (0.0257 g, 0.259 mmol) and Cs2CO3 (0.338 g, 1.04 mmol) were stirred together in NMP (2 ml) for 1 hour. The reaction was loaded onto silica gel and the product eluted using a gradient of 5% ethyl acetate/hexanes to 100% ethyl acetate/hexanes. Isolated methyl 2-(4-(4-((4-chlorophenethyl)carbamoyl)phenox... RXN SMILES: [N:1]1[CH:6]=[CH:5][C:4]([C:7]2[C:16]3[C:11](=[CH:12][CH:13]=[CH:14][CH:15]=3)[C:10]([CH2:17][C:18]([OH:20])=O)=[CH:9][CH:8]=2)=[CH:3][CH:2]=1.O.ON1C2C=CC=CC=2N=N1.Cl.C(N=C=NCCCN(C)C)C.[Cl:44][C:45]1[CH:51]=[CH:50][C:48]([NH2:49])=[CH:47][C:46]=1[CH:52]1[CH2:57][CH2:56][N:55]([CH3:58])[CH2:54][CH2:53]1>ClCCl>[Cl:44][C:45]1[CH:51]=[CH:50][C:48]([NH:49][C:18](=[O:20])[CH2:17][C:10]2[C:11]3[C:16](=[CH:15][CH:14]=[CH:13][CH:12]=3)[C:7]([C:4]3[CH:3]=[CH:2][N:1]=[CH:6][CH:5]=3)=[CH:8][CH:9]=2)=[CH:47][C:46]=1[CH:52]1[CH2:53][CH2:54][N:55]([CH3:58])[CH2:56][CH2:57]1 |f:1.2,3.4|. The reactants are ClC1=C(C=C(N)C=C1)C1CCN(CC1)C (4-chloro-3-(1-methylpiperidin-4-yl)aniline), N1=CC=C(C=C1)C1=CC=C(C2=CC=CC=C12)CC(=O)O (4-(pyridin-4-yl)naphth-1-ylacetic acid), O.ON1N=NC2=C1C=CC=C2 (1-hydroxybenzotriazole hydrate), Cl.C(C)N=C=NCCCN(C)C (1-ethyl-3-(3-dimethylaminopropyl)carbodiimide hydrochloride). Procedure details: To a solution of 4 -(pyridin-4-yl)napth-1-ylacetic acid (D2, 260 mg, 1.0 mmol) in dichloromethane was added 1-hydroxybenzotriazole hydrate (153 mg, 1.0 mmol) and 1-ethyl-3-(3-dimethylaminopropyl)carbodiimide hydrochloride (200 mg, 1.0 mnmol) and the mixture stirred for 0.5 h. To the mixture was added dropwise a solution of 4-chloro-3-(1-methylpiperidin-4-yl)aniline (D7, 200 mg, 0.90 mmol) in dichloromethane (3 ml) and stirring continued for 48 h. Purification of the crude by flash chromatography... Solvent: ClCCl (dichloromethane), ClCCl (dichloromethane). Yield: 7.1%. Yields the product ClC1=C(C=C(C=C1)NC(CC1=CC=C(C2=CC=CC=C12)C1=CC=NC=C1)=O)C1CCN(CC1)C (N-[4-Chloro-3-(1-methylpiperidin-4-yl)phenyl]-4-(pyridin-4-yl)naphth-ylacetamide). Run at time 0.5 hour. The reactants are C(C1=CC=CC=C1)OC1=C(C=C(C=C1)C(F)(F)F)C1=C(CCC1)B(O)O (2-(2-benzyloxy-5-trifluoromethylphenyl)cyclopentene-1-boronic acid), C(C)OC(C1=CC(=CC=C1F)Br)=O (3-bromo-6-fluorobenzoic acid ethyl ester). Product: C(C)OC(C1=CC(=CC=C1F)C1=C(CCC1)C1=C(C=CC(=C1)C(F)(F)F)OCC1=CC=CC=C1)=O (3-{2-[5-Trifluoromethyl-2-(benzyloxy)phenyl]cyclopent-1-enyl}-6-fluorobenzoic acid ethyl ester). RXN SMILES: [CH2:1]([O:8][C:9]1[CH:14]=[CH:13][C:12]([C:15]([F:18])([F:17])[F:16])=[CH:11][C:10]=1[C:19]1[CH2:23][CH2:22][CH2:21][C:20]=1B(O)O)[C:2]1[CH:7]=[CH:6][CH:5]=[CH:4][CH:3]=1.[CH2:27]([O:29][C:30](=[O:39])[C:31]1[C:36]([F:37])=[CH:35][CH:34]=[C:33](Br)[CH:32]=1)[CH3:28]>>[CH2:27]([O:29][C:30](=[O:39])[C:31]1[C:36]([F:37])=[CH:35][CH:34]=[C:33]([C:20]2[CH2:21][CH2:22][CH2:23][C:19]=2[C:10]2[CH:11]=[C:12]([C:15]([F:18])([F:17])[F:16])[CH:13]=[CH:14][C:9]=2[O:8][CH2:1][C:2]2[CH:7]=[CH:6][CH:5]=[CH:4][CH:3]=2)[CH:32]=1)[CH3:28]. Procedure details: Prepared by general procedure C(iii) but using 2-(2-benzyloxy-5-trifluoromethylphenyl)cyclopentene-1-boronic acid instead of 2-(2-benzyloxy-5-chlorophenyl)cyclopentene-1-boronic acid and 3-bromo-6-fluorobenzoic acid ethyl ester instead of 2-chloropyrimidine-4-carboxylic acid methyl ester. Reactants: COC(=O)CCCC(Br)C(=O)Cl, CCOCC, CCN(C(C)C)C(C)C, Cl, O, Oc1ccccc1. As a reaction SMILES: [Br:1][CH:2]([CH2:3][CH2:4][CH2:5][C:6](=[O:7])[O:8][CH3:9])[C:10](=[O:11])[Cl:12].[CH3:30][CH2:31][O:32][CH2:33][CH3:34].[CH:20]([N:21]([CH:22]([CH3:23])[CH3:24])[CH2:25][CH3:26])([CH3:27])[CH3:28].[ClH:29].[OH2:35].[OH:13][c:14]1[cH:15][cH:16][cH:17][cH:18][cH:19]1>>[Br:1][CH:2]([CH2:3][CH2:4][CH2:5][C:6](=[O:7])[O:8][CH3:9])[C:10](=[O:11])[O:13][c:14]1[cH:15][cH:16][cH:17][cH:18][cH:19]1. Yields the product COC(=O)CCCC(Br)C(=O)Oc1ccccc1.